Dataset: the Open Reaction Database (ORD), a public repository of structured organic reaction records. Task: describe an organic reaction: reactants, conditions, products, and yield The reactants are Cl (hydrogen chloride), C(#N)C1(CCCC1)NC(CCCC)=O (N-(1-cyanocyclopentyl)-pentanamide), C1(CCCC1)=O (cyclopentanone). Solvent: C(C)O (ethanol), C(C)O (ethanol). The product is NC1(CCCC1)C#N (1-aminocyclopentanecarbonitrile), C(CCCC)(=O)Cl (pentanoyl chloride). As a reaction SMILES: [ClH:1].[C:2]([C:4]1([NH:9][C:10](=[O:15])[CH2:11][CH2:12][CH2:13][CH3:14])[CH2:8][CH2:7][CH2:6][CH2:5]1)#[N:3].C1(=O)CCCC1>C(O)C>[NH2:9][C:4]1([C:2]#[N:3])[CH2:8][CH2:7][CH2:6][CH2:5]1.[C:10]([Cl:1])(=[O:15])[CH2:11][CH2:12][CH2:13][CH3:14]. Procedure: 9.39 g (39 mmol) of a freshly prepared solution of hydrogen chloride in ethanol (15.15 percent by weight) was added to 6.80 g (30 mmol) of N-(1-cyanocyclopentyl)-pentanamide (prepared from cyclopentanone by means of a Strecker synthesis to give 1-aminocyclopentanecarbonitrile and acylation with pentanoyl chloride, content 85.7 percent) in 28 g of anhydrous ethanol. The mixture was heated to 50° C. under nitrogen and stirred at this temperature for 3.1 hours. It was then cooled to 1° C. and left ...